This data is from the Open Reaction Database (ORD), a public repository of structured organic reaction records. The task is: describe an organic reaction: reactants, conditions, products, and yield Reactants: C(C)(C)(C)C1=CC=C(C=C1)C1=CC=C(C=C1)O (4′-tert-butyl-biphenyl-4-ol), COC(CCNC(C1=CC=C(C=C1)C(CCCC(F)(F)F)CO)=O)=O (3-[4-(5,5,5-trifluoro-1-hydroxymethyl-pentyl)-benzoylamino]-propionic acid methyl ester). Yields the product C(C)(C)(C)C1=CC=C(C=C1)C1=CC=C(C=C1)OCC(CCCC(F)(F)F)C1=CC=C(C(=O)NCCC(=O)O)C=C1 (racemic 3-{4-[1-(4′-tert-Butyl-biphenyl-4-yloxymethyl)-5,5,5-trifluoro-pentyl]-benzoylamino}-propionic acid). RXN SMILES: [C:1]([C:5]1[CH:10]=[CH:9][C:8]([C:11]2[CH:16]=[CH:15][C:14]([OH:17])=[CH:13][CH:12]=2)=[CH:7][CH:6]=1)([CH3:4])([CH3:3])[CH3:2].C[O:19][C:20](=[O:42])[CH2:21][CH2:22][NH:23][C:24](=[O:41])[C:25]1[CH:30]=[CH:29][C:28]([CH:31]([CH2:39]O)[CH2:32][CH2:33][CH2:34][C:35]([F:38])([F:37])[F:36])=[CH:27][CH:26]=1>>[C:1]([C:5]1[CH:10]=[CH:9][C:8]([C:11]2[CH:12]=[CH:13][C:14]([O:17][CH2:39][CH:31]([C:28]3[CH:29]=[CH:30][C:25]([C:24]([NH:23][CH2:22][CH2:21][C:20]([OH:42])=[O:19])=[O:41])=[CH:26][CH:27]=3)[CH2:32][CH2:33][CH2:34][C:35]([F:36])([F:38])[F:37])=[CH:15][CH:16]=2)=[CH:7][CH:6]=1)([CH3:4])([CH3:2])[CH3:3]. Reported procedure: The title compound is prepared by essentially following the procedures as described in Example 8, using 4′-tert-butyl-biphenyl-4-ol and 3-[4-(5,5,5-trifluoro-1-hydroxymethyl-pentyl)-benzoylamino]-propionic acid methyl ester as starting materials. MS (ES): 554.2 [M+H]−.